From a dataset of the Open Reaction Database (ORD), a public repository of structured organic reaction records. describe an organic reaction: reactants, conditions, products, and yield The reactants are OCCC=1NC2=CC=C(C=C2C1)CC(=O)OC (methyl 2-(2-hydroxyethyl)indole-5-acetate), C1(=CC=CC=C1)C1=NOC2=C1C=CC(=C2CCC)O (3-phenyl-7-propyl-6-hydroxybenz[4,5]isoxazole). Product: C1(=CC=CC=C1)C1=NOC2=C1C=CC(=C2CCC)OCCC=2NC1=CC=C(C=C1C2)CC(=O)O (2-(2-(3-Phenyl-7-propylbenz[4,5]isoxazol-6-yloxy)ethyl)indole-5-acetic Acid). As a reaction SMILES: [OH:1][CH2:2][CH2:3][C:4]1[NH:5][C:6]2[C:11]([CH:12]=1)=[CH:10][C:9]([CH2:13][C:14]([O:16]C)=[O:15])=[CH:8][CH:7]=2.[C:18]1([C:24]2[C:28]3[CH:29]=[CH:30][C:31](O)=[C:32]([CH2:33][CH2:34][CH3:35])[C:27]=3[O:26][N:25]=2)[CH:23]=[CH:22][CH:21]=[CH:20][CH:19]=1>>[C:18]1([C:24]2[C:28]3[CH:29]=[CH:30][C:31]([O:1][CH2:2][CH2:3][C:4]4[NH:5][C:6]5[C:11]([CH:12]=4)=[CH:10][C:9]([CH2:13][C:14]([OH:16])=[O:15])=[CH:8][CH:7]=5)=[C:32]([CH2:33][CH2:34][CH3:35])[C:27]=3[O:26][N:25]=2)[CH:19]=[CH:20][CH:21]=[CH:22][CH:23]=1. Procedure: Using the procedures in Example 1, steps F and G, the title compound was prepared from methyl 2-(2-hydroxyethyl)indole-5-acetate and 3-phenyl-7-propyl-6-hydroxybenz[4,5]isoxazole as a colorless gum. Reactants: C(C1=CC=CC=C1)OC(=O)N1[C@@H](CCC1)C(NC1=CC(=CC=C1)B1OC(C(O1)(C)C)(C)C)=O ((S)-2-[3-(4,4,5,5-tetramethyl-[1,3,2]dioxaborolan-2-yl)-phenylcarbamoyl]-pyrrolidine-1-carboxylic acid benzyl ester), BrC=1C=C(CNC(=O)C2CC2)C=CC1 (cyclopropanecarboxylic acid 3-bromo-benzylamide), Pd[P(Ph)3]4, CN(C)C=O (DMF). The solvent is CO (methanol), C(=O)(O)[O-].[Na+] (NaHCO3). Reaction conditions: temperature 70 celsius. The product is C(C1=CC=CC=C1)OC(=O)N1[C@@H](CCC1)C(NC=1C=C(C=CC1)C1=CC(=CC=C1)CNC(=O)C1CC1)=O ((S)-2-{3′-[(Cyclopropanecarbonyl-amino)-methyl]-biphenyl-3-ylcarbamoyl}-pyrrolidine-1-carboxylic acid benzyl ester). Reaction SMILES: [CH2:1]([O:8][C:9]([N:11]1[CH2:15][CH2:14][CH2:13][C@H:12]1[C:16](=[O:33])[NH:17][C:18]1[CH:23]=[CH:22][CH:21]=[C:20](B2OC(C)(C)C(C)(C)O2)[CH:19]=1)=[O:10])[C:2]1[CH:7]=[CH:6][CH:5]=[CH:4][CH:3]=1.Br[C:35]1[CH:36]=[C:37]([CH:45]=[CH:46][CH:47]=1)[CH2:38][NH:39][C:40]([CH:42]1[CH2:44][CH2:43]1)=[O:41].CN(C=O)C>CO.C([O-])(O)=O.[Na+]>[CH2:1]([O:8][C:9]([N:11]1[CH2:15][CH2:14][CH2:13][C@H:12]1[C:16](=[O:33])[NH:17][C:18]1[CH:19]=[C:20]([C:46]2[CH:47]=[CH:35][CH:36]=[C:37]([CH2:38][NH:39][C:40]([CH:42]3[CH2:44][CH2:43]3)=[O:41])[CH:45]=2)[CH:21]=[CH:22][CH:23]=1)=[O:10])[C:2]1[CH:7]=[CH:6][CH:5]=[CH:4][CH:3]=1 |f:4.5|. Procedure details: A solution of (S)-2-[3-(4,4,5,5-tetramethyl-[1,3,2]dioxaborolan-2-yl)-phenylcarbamoyl]-pyrrolidine-1-carboxylic acid benzyl ester (74 mg, 0.16 mmol), cyclopropanecarboxylic acid 3-bromo-benzylamide (41.7 mg, 0.16 mmol), and Pd[P(Ph)3]4 (15.1 mg, 8.0 mol %) in methanol (2 mL), NaHCO3 (sat. aq., 300 μL), and DMF (400 μL) was degassed and heated to 70° C. overnight in a sealed vial. The reaction was cooled, filtered, and purified by reverse phase HPLC to give the desired product. Yield 5.0 mg. MS: ... Reactants: C(CCC)N(C1=C(C=O)C=C(C=C1)C(F)(F)F)CC (2-(Butyl-ethyl-amino)-5-trifluoromethyl-benzaldehyde), CC(C)=CC (2-methyl-2-butene), O.O.P(=O)(O)(O)[O-].[Na+] (sodium dihydrogenphosphate dihydrate), Cl(=O)[O-].[Na+] (sodium chlorite). Solvent: C(C)(C)(C)O (tert-butanol), O (water), C(C)(=O)OCC (ethyl acetate). Reaction conditions: time 2 hour. The product is C(CCC)N(C1=C(C(=O)O)C=C(C=C1)C(F)(F)F)CC (2-(butyl-ethyl-amino)-5-trifluoromethyl-benzoic acid). Isolated yield 0.1%. As a reaction SMILES: [CH2:1]([N:5]([CH2:18][CH3:19])[C:6]1[CH:13]=[CH:12][C:11]([C:14]([F:17])([F:16])[F:15])=[CH:10][C:7]=1[CH:8]=[O:9])[CH2:2][CH2:3][CH3:4].CC(=CC)C.O.O.P([O-])(O)(O)=[O:28].[Na+].Cl([O-])=O.[Na+]>C(O)(C)(C)C.O.C(OCC)(=O)C>[CH2:1]([N:5]([CH2:18][CH3:19])[C:6]1[CH:13]=[CH:12][C:11]([C:14]([F:15])([F:16])[F:17])=[CH:10][C:7]=1[C:8]([OH:28])=[O:9])[CH2:2][CH2:3][CH3:4] |f:2.3.4.5,6.7|. Procedure: 2-(Butyl-ethyl-amino)-5-trifluoromethyl-benzaldehyde (1.72 g) is dissolved in a mixed solvent of tert-butanol (8 ml) and water (2 ml), and thereto are added 2-methyl-2-butene (4 ml), sodium dihydrogenphosphate dihydrate (1.37 g) and sodium chlorite (1.82 g) under ice-cooling, and the mixture is stirred for 2 hours. Thereto are added ethyl acetate and a 1N-hydrochloric acid and the mixture is separated, and the organic layer is washed with a saturated brine, dried over magnesium sulfate, and conc... Starting materials: [OH-].[K+] (potassium hydroxide), C(#N)C1=NC(=C(C(=O)[O-])C=C1NC(CC)CC)C (6-cyano-2-methyl-5-(pentan-3-ylamino)nicotinate), OO (hydrogen peroxide), C([O-])([O-])=O.[K+].[K+] (potassium carbonate). The solvent is O (water), CO (methanol), CS(=O)C (DMSO). Reaction conditions: time 2 hour. Yields the product NC(=O)C1=NC(=C(C(=O)O)C=C1NC(CC)CC)C (6-(Aminocarbonyl)-2-methyl-5-(pentan-3-ylamino)nicotinic acid). Yield: 348.5%. As a reaction SMILES: [C:1]([C:3]1[C:11]([NH:12][CH:13]([CH2:16][CH3:17])[CH2:14][CH3:15])=[CH:10][C:6]([C:7]([O-:9])=[O:8])=[C:5]([CH3:18])[N:4]=1)#[N:2].OO.C(=O)([O-])[O-:22].[K+].[K+].[OH-].[K+]>CS(C)=O.O.CO>[NH2:2][C:1]([C:3]1[C:11]([NH:12][CH:13]([CH2:16][CH3:17])[CH2:14][CH3:15])=[CH:10][C:6]([C:7]([OH:9])=[O:8])=[C:5]([CH3:18])[N:4]=1)=[O:22] |f:2.3.4,5.6|. Procedure details: To a solution of 6-cyano-2-methyl-5-(pentan-3-ylamino)nicotinate (0.543 g, 1.97 mmol) in DMSO (10 ml) were added 50% aqueous hydrogen peroxide (0.2441 g, 3.55 mmol) and potassium carbonate (0.068 g, 0.49 mmol) at 10° C. The reaction mixture was stirred at room temperature for two hours then a solution of potassium hydroxide (0.22 g, 3.94 mmol) in water (2 ml) and methanol (10 ml) were added to above reaction mixture. After being stirred for another two hours at 45° C., the reaction mixture was c... Starting materials: O=C(CCCCCCCCCCC)C1=CC=C(O1)/C=C/C(=O)O ((E)-3-[5-(1-oxododecyl)-2-furanyl]-2-propenoic acid), N (ammonia). Run in CCOCC (ether). Reaction conditions: time 8 hour. Yields the product O=C(CCCCCCCCCCC)C1=CC=C(O1)/C=C/C(=O)[O-].[NH4+] (ammonium (E)-3-[5-(1-oxododecyl)-2-furanyl]-2-propenoate). RXN SMILES: [O:1]=[C:2]([C:14]1[O:18][C:17](/[CH:19]=[CH:20]/[C:21]([OH:23])=[O:22])=[CH:16][CH:15]=1)[CH2:3][CH2:4][CH2:5][CH2:6][CH2:7][CH2:8][CH2:9][CH2:10][CH2:11][CH2:12][CH3:13].[NH3:24]>CCOCC>[O:1]=[C:2]([C:14]1[O:18][C:17](/[CH:19]=[CH:20]/[C:21]([O-:23])=[O:22])=[CH:16][CH:15]=1)[CH2:3][CH2:4][CH2:5][CH2:6][CH2:7][CH2:8][CH2:9][CH2:10][CH2:11][CH2:12][CH3:13].[NH4+:24] |f:3.4|. Procedure details: A mixture of 5.0 g (0.0156 mole) of (E)-3-[5-(1-oxododecyl)-2-furanyl]-2-propenoic acid and 200 ml of anhydrous ether is stirred at room temperature. The above mixture is saturated with ammonia gas and allowed to stand at room temperature overnight. The solid precipitate is separated by filtration and washed with ether to give ammonium (E)-3-[5-(1-oxododecyl)-2-furanyl]-2-propenoate. The reactants are C(C)=C(C(=O)OCC)C(=O)OCC (diethyl ethylidenemalonate), OO (hydrogen peroxide). The reagents and catalysts are O.O.[O-][W](=O)(=O)[O-].[Na+].[Na+] (sodium tungstate dihydrate). The solvent is C(C)O (ethanol). Conditions: temperature 80 celsius. Product: CC1C(O1)(C(=O)OCC)C(=O)OCC (diethyl 3-methyloxirane-2,2-dicarboxylate). Isolated yield 74.1%. Reaction SMILES: [CH:1](=[C:3]([C:9]([O:11][CH2:12][CH3:13])=[O:10])[C:4]([O:6][CH2:7][CH3:8])=[O:5])[CH3:2].[OH:14]O>O.O.[O-][W]([O-])(=O)=O.[Na+].[Na+].C(O)C>[CH3:2][CH:1]1[O:14][C:3]1([C:9]([O:11][CH2:12][CH3:13])=[O:10])[C:4]([O:6][CH2:7][CH3:8])=[O:5] |f:2.3.4.5.6|. Procedure: A mixture of 50 grams (0.27 mole) of diethyl ethylidenemalonate, 455 grams (4.02 moles) of 30% hydrogen peroxide, 17.6 gram (0.053 mole) of sodium tungstate dihydrate and 400 milliliters of ethanol was stirred and heated at 80° C. for one hour, cooled to room temperature and stirred for an additional hour. Ethanol was removed under reduced pressure and the produce extracted into dichloromethane (3×200 milliliters), the extract then water-washed, dried (MgSO4), filtered and solvent removed to giv... The reactants are C1CCOC1, CC(N)C1CC1, CCN(C(C)C)C(C)C, Fc1ccc(C2OCc3c(Cl)nc(Cl)nc32)cc1, Cl. Product: CC(Nc1nc(Cl)nc2c1COC2c1ccc(F)cc1)C1CC1. RXN SMILES: [CH2:35]1[O:36][CH2:37][CH2:38][CH2:39]1.[CH:19]1([CH:22]([CH3:23])[NH2:24])[CH2:20][CH2:21]1.[CH:26]([N:27]([CH2:28][CH3:29])[CH:30]([CH3:31])[CH3:32])([CH3:33])[CH3:34].[Cl:1][c:2]1[n:3][c:4]([Cl:18])[c:5]2[c:6]([n:7]1)[CH:8]([c:11]1[cH:12][cH:13][c:14]([F:17])[cH:15][cH:16]1)[O:9][CH2:10]2.[ClH:25]>>[Cl:1][c:2]1[n:3][c:4]([NH:24][CH:22]([CH:19]2[CH2:20][CH2:21]2)[CH3:23])[c:5]2[c:6]([n:7]1)[CH:8]([c:11]1[cH:12][cH:13][c:14]([F:17])[cH:15][cH:16]1)[O:9][CH2:10]2. Starting materials: FC1=CC(=CC2=C1N=C(S2)CC(=O)NN)C2=CC=CC=C2 (2-(4-Fluoro-6-phenylbenzo[d]thiazol-2-yl)acetohydrazide), S(N)(=O)(=O)CC(=O)O (2-sulfamoylacetic acid), Compound 1b. Yields the product FC1=CC(=CC2=C1N=C(S2)CC2=NN=C(O2)CS(=O)(=O)N)C2=CC=CC=C2 ((5-((4-Fluoro-6-phenylbenzo[d]thiazol-2-yl)methyl)-1,3,4-oxadiazol-2-yl)methanesulfonamide). As a reaction SMILES: [F:1][C:2]1[C:7]2[N:8]=[C:9]([CH2:11][C:12]([NH:14][NH2:15])=[O:13])[S:10][C:6]=2[CH:5]=[C:4]([C:16]2[CH:21]=[CH:20][CH:19]=[CH:18][CH:17]=2)[CH:3]=1.[S:22]([CH2:26][C:27](O)=O)(=[O:25])(=[O:24])[NH2:23]>>[F:1][C:2]1[C:7]2[N:8]=[C:9]([CH2:11][C:12]3[O:13][C:27]([CH2:26][S:22]([NH2:23])(=[O:25])=[O:24])=[N:15][N:14]=3)[S:10][C:6]=2[CH:5]=[C:4]([C:16]2[CH:21]=[CH:20][CH:19]=[CH:18][CH:17]=2)[CH:3]=1. Reported procedure: Compound 90e was prepared from Compound 90d and 2-sulfamoylacetic acid using the procedure given for Compound 1b. LCMS=1.78 min using analytical method (Q), 405.1 (M+H). 1H NMR (500 MHz, CD3OD) δ 8.07 (d, J=1.7 Hz, 1H), 7.74-7.67 (m, 2H), 7.56 (dd, J=12.0, 1.5 Hz, 1H), 7.52-7.43 (m, 2H), 7.43-7.36 (m, 1H), 4.94-4.88 (m, 2H), 4.78-4.74 (m, 2H). Starting materials: BrC1=CC(=C(C=C1)[C@@H](CO)C)F ((S)-2-(4-bromo-2-fluorophenyl)propan-1-ol), C1(C=2C(C(N1)=O)=CC=CC2)=O (phthalimide), C1(=CC=CC=C1)P(C1=CC=CC=C1)C1=CC=CC=C1 (triphenylphosphine), CC(C)OC(=O)/N=N/C(=O)OC(C)C (DIAD). Solvent: C1CCOC1 (THF). Run at time 18 hour. Yields the product BrC1=CC(=C(C=C1)[C@@H](CN1C(C2=CC=CC=C2C1=O)=O)C)F ((S)-2-(2-(4-bromo-2-fluorophenyl)propyl)isoindoline-1,3-dione). Isolated yield 80.5%. As a reaction SMILES: [Br:1][C:2]1[CH:7]=[CH:6][C:5]([C@H:8]([CH3:11])[CH2:9]O)=[C:4]([F:12])[CH:3]=1.[C:13]1(=[O:23])[NH:17][C:16](=[O:18])[C:15]2=[CH:19][CH:20]=[CH:21][CH:22]=[C:14]12.C1(P(C2C=CC=CC=2)C2C=CC=CC=2)C=CC=CC=1.CC(OC(/N=N/C(OC(C)C)=O)=O)C>C1COCC1>[Br:1][C:2]1[CH:7]=[CH:6][C:5]([C@H:8]([CH3:11])[CH2:9][N:17]2[C:13](=[O:23])[C:14]3[C:15](=[CH:19][CH:20]=[CH:21][CH:22]=3)[C:16]2=[O:18])=[C:4]([F:12])[CH:3]=1. Procedure: To a solution of (S)-2-(4-bromo-2-fluorophenyl)propan-1-ol (800 mg, 3.43 mmol), phthalimide (554 mg, 3.77 mmol), and triphenylphosphine (1.34 g, 5.14 mmol) in THF (2 mL) was added DIAD (1 mL, 5.14 mmol) dropwise. The reaction mixture was stirred at room temperature for 18 h and evaporated under vacuum. Flash chromatography of the residue afforded the desired product (1 g, 81%) as a white solid ESI MS m/z 363 [C17H13BrFNO2+H]+ Starting materials: [K+], [OH-], O, COC(=O)c1cc(O)n2c(S)nnc2n1. Product: O=C(O)c1cc(O)n2c(S)nnc2n1. As a reaction SMILES: [K+:17].[OH-:16].[OH2:18].[OH:1][c:2]1[cH:3][c:4]([C:12](=[O:13])[O:14][CH3:15])[n:5][c:6]2[n:7]1[c:8]([SH:11])[n:9][n:10]2>>[OH:1][c:2]1[cH:3][c:4]([C:12](=[O:13])[OH:14])[n:5][c:6]2[n:7]1[c:8]([SH:11])[n:9][n:10]2.